Dataset: the Open Reaction Database (ORD), a public repository of structured organic reaction records. Task: describe an organic reaction: reactants, conditions, products, and yield Reactants: C(Cl)C1CO1 (epichlorohydrin), O(C1=CC=CC=C1)C1=CC=C(N)C=C1 (4-phenoxyaniline), C(Cl)C1CO1 (epichlorohydrin), O(C1=CC=CC=C1)C1=CC=C(N)C=C1 (4-phenoxyaniline). Solvent: C(C)O (ethanol). Conditions: time 6 hour. Yields the product O(C1=CC=CC=C1)C1=CC=C(N(CC(CCl)O)CC(CCl)O)C=C1 (4-phenoxy-N,N-bis(2-hydroxy-3-chloropropyl)aniline). As a reaction SMILES: [CH2:1]([CH:3]1[O:5][CH2:4]1)[Cl:2].[O:6]([C:13]1[CH:19]=[CH:18][C:16]([NH2:17])=[CH:15][CH:14]=1)[C:7]1[CH:12]=[CH:11][CH:10]=[CH:9][CH:8]=1>C(O)C>[O:6]([C:13]1[CH:14]=[CH:15][C:16]([N:17]([CH2:4][CH:3]([OH:5])[CH2:1][Cl:2])[CH2:4][CH:3]([OH:5])[CH2:1][Cl:2])=[CH:18][CH:19]=1)[C:7]1[CH:8]=[CH:9][CH:10]=[CH:11][CH:12]=1. Procedure: To a four-necked flask equipped with a thermometer, a dropping funnel, a cooling tube, and a stirrer was charged with 610.6 g (6.6 mol) of epichlorohydrin, and then the inside of the four-necked flask was purged with nitrogen. In 1018.5 g of ethanol was dissolved 203.7 g (1.1 mol) of 4-phenoxyaniline powder. The temperature of the epichlorohydrin was raised to 70° C. and the ethanolic solution of 4-phenoxyaniline was dropped over 4 hours. Moreover, the reaction was continued at 70° C. for six ho... Reactants: Clc1ccnc2ccc(Br)cc12, C1COCCN1, O. Product: Brc1ccc2nccc(N3CCOCC3)c2c1. As a reaction SMILES: [Br:1][c:2]1[cH:3][c:4]2[c:5]([Cl:12])[cH:6][cH:7][n:8][c:9]2[cH:10][cH:11]1.[CH2:13]1[CH2:14][O:15][CH2:16][CH2:17][NH:18]1.[OH2:19]>>[Br:1][c:2]1[cH:3][c:4]2[c:5]([N:18]3[CH2:13][CH2:14][O:15][CH2:16][CH2:17]3)[cH:6][cH:7][n:8][c:9]2[cH:10][cH:11]1. Starting materials: COC1=NC(=NC(=C1)OC)C(C(=O)OCC)(C(C)C)SC#N (Ethyl 2-(4,6-dimethoxypyrimidin-2-yl)-2-thiocyanato-3-methylbutanoate), FC(C(=O)O)(F)F (trifluoroacetic acid). The solvent is ClCCl (dichloromethane). Conditions: time 24 hour. The product is COC1=NC(=NC(=C1)OC)C(C(=O)OCC)(C(C)C)S (Ethyl 2-(4,6-dimethoxypyrimidin-2-yl) -2-mercapto-3-methylbutanoate). The yield is 33.9%. RXN SMILES: [CH3:1][O:2][C:3]1[CH:8]=[C:7]([O:9][CH3:10])[N:6]=[C:5]([C:11]([S:20]C#N)([CH:17]([CH3:19])[CH3:18])[C:12]([O:14][CH2:15][CH3:16])=[O:13])[N:4]=1.FC(F)(F)C(O)=O>ClCCl>[CH3:10][O:9][C:7]1[CH:8]=[C:3]([O:2][CH3:1])[N:4]=[C:5]([C:11]([SH:20])([CH:17]([CH3:19])[CH3:18])[C:12]([O:14][CH2:15][CH3:16])=[O:13])[N:6]=1. Procedure: A mixture of the product of Example 16 (0.8 g), trifluoroacetic acid (1 ml) and dichloromethane (10 ml) was stirred at room temperature for 24 hours, and was then washed with water and aqueous sodium bicarbonate. The organic layer was dried, evaporated to dryness under vacuum, and flash chromatographed on silica gel, eluting with ethyl acetate/60°-80° petroleum ether, to give 0.25 g of the desired product which partly solidified. The reactants are C(C)(=O)O[C@H]1C=C[C@H](C1)OC1=NC(=NC2=CC=CC=C12)N1CCN(CC1)C(=O)OCC1=CC=CC=C1 (4-[(1S,4R)-(4-acetoxycyclopent-2-en-1-yl)oxy]-2-[4-(benzyloxycarbonyl)piperazin-1-yl]quinazoline), [OH-].[Na+] (sodium hydroxide). Solvent: CC(=O)C (acetone). The product is C(C1=CC=CC=C1)OC(=O)N1CCN(CC1)C1=NC2=CC=CC=C2C(=N1)O[C@@H]1C=C[C@@H](C1)O (2-[4-(benzyloxycarbonyl)piperazin-1-yl]-4-[(1S,4R)-(4-hydroxycyclopent-2-en-1-yl)oxy]quinazoline). The yield is 59.9%. As a reaction SMILES: C([O:4][C@@H:5]1[CH2:9][C@H:8]([O:10][C:11]2[C:20]3[C:15](=[CH:16][CH:17]=[CH:18][CH:19]=3)[N:14]=[C:13]([N:21]3[CH2:26][CH2:25][N:24]([C:27]([O:29][CH2:30][C:31]4[CH:36]=[CH:35][CH:34]=[CH:33][CH:32]=4)=[O:28])[CH2:23][CH2:22]3)[N:12]=2)[CH:7]=[CH:6]1)(=O)C.[OH-].[Na+]>CC(C)=O>[CH2:30]([O:29][C:27]([N:24]1[CH2:23][CH2:22][N:21]([C:13]2[N:12]=[C:11]([O:10][C@H:8]3[CH2:9][C@@H:5]([OH:4])[CH:6]=[CH:7]3)[C:20]3[C:15](=[CH:16][CH:17]=[CH:18][CH:19]=3)[N:14]=2)[CH2:26][CH2:25]1)=[O:28])[C:31]1[CH:32]=[CH:33][CH:34]=[CH:35][CH:36]=1 |f:1.2|. Procedure: A solution of 4-[(1S,4R)-(4-acetoxycyclopent-2-en-1-yl)oxy]-2-[4-(benzyloxycarbonyl)piperazin-1-yl]quinazoline (2.30 g) and 2N aqueous sodium hydroxide (4.9 ml) in acetone (20 ml) is stirred at room temperature for 18 hours. Acetone is distilled off from the reaction mixture under reduced pressure, and thereto is added ethyl acetate, and the mixture is washed with water, and then dried over anhydrous magnesium sulfate. The solution is evaporated to dryness under reduced pressure, and the resulti... Starting materials: C1CCCCC1, Clc1ccnc2ccccc12, Nc1ccccc1, [Na+], [OH-]. The product is c1ccc(Nc2ccnc3ccccc23)cc1. RXN SMILES: [CH2:21]1[CH2:22][CH2:23][CH2:24][CH2:25][CH2:26]1.[Cl:1][c:2]1[cH:3][cH:4][n:5][c:6]2[cH:7][cH:8][cH:9][cH:10][c:11]12.[NH2:12][c:13]1[cH:14][cH:15][cH:16][cH:17][cH:18]1.[Na+:20].[OH-:19]>>[c:2]1([NH:12][c:13]2[cH:14][cH:15][cH:16][cH:17][cH:18]2)[cH:3][cH:4][n:5][c:6]2[cH:7][cH:8][cH:9][cH:10][c:11]12. Reactants: BrC1=C(CO)C=CC=C1 (2-bromo-benzylalcohol), C(=O)C1=CC=C(C=C1)B(O)O (4-formylphenylboronic acid), C([O-])(O)=O.[Na+] (sodium bicarbonate). Reagents/catalysts: C=1C=CC(=CC1)[P](C=2C=CC=CC2)(C=3C=CC=CC3)[Pd]([P](C=4C=CC=CC4)(C=5C=CC=CC5)C=6C=CC=CC6)([P](C=7C=CC=CC7)(C=8C=CC=CC8)C=9C=CC=CC9)[P](C=1C=CC=CC1)(C=1C=CC=CC1)C=1C=CC=CC1 ((Ph3P)4Pd). Run in COCCO.O (2-methoxyethanol water). Product: OCC1=C(C=CC=C1)C1=CC=C(C=C1)C=O (2′-hydroxymethyl-biphenyl-4-carbaldehyde). Yield: 69.7%. RXN SMILES: Br[C:2]1[CH:9]=[CH:8][CH:7]=[CH:6][C:3]=1[CH2:4][OH:5].[CH:10]([C:12]1[CH:17]=[CH:16][C:15](B(O)O)=[CH:14][CH:13]=1)=[O:11].C(=O)(O)[O-].[Na+]>COCCO.O.C1C=CC([P]([Pd]([P](C2C=CC=CC=2)(C2C=CC=CC=2)C2C=CC=CC=2)([P](C2C=CC=CC=2)(C2C=CC=CC=2)C2C=CC=CC=2)[P](C2C=CC=CC=2)(C2C=CC=CC=2)C2C=CC=CC=2)(C2C=CC=CC=2)C2C=CC=CC=2)=CC=1>[OH:5][CH2:4][C:3]1[CH:6]=[CH:7][CH:8]=[CH:9][C:2]=1[C:15]1[CH:16]=[CH:17][C:12]([CH:10]=[O:11])=[CH:13][CH:14]=1 |f:2.3,4.5,^1:35,37,56,75|. Procedure: i)—To a solution of 2-bromo-benzylalcohol (5 g, 26.7 mmol) in 2-methoxyethanol/water (30 ml, 1/1) were added 4-formylphenylboronic acid (6 g, 40.0 mmol) and sodium bicarbonate (4.4 g, 52.4 mmol) under a nitrogen atmosphere. After (Ph3P)4Pd (1.54 g, 1.34 mmol) was added, the reaction mixture was heated under reflux for 17 h. After cooling, the mixture was filtered over dicalite and the residue was washed with water and ethyl acetate. The product was extracted into ethyl acetate. The combined orga... The reactants are C=C(C)C1C(CCCCC1)=O (2-(prop-1-en-2-yl)cycloheptanone), C(C)ON=CC (acetaldehyde O-ethyl oxime), Cl[Sn](Cl)(Cl)Cl (SnCl4). Run in ClCCCl (1,2-dichloroethane). Product: C(C)ON1C(CCCCC\C=C(\CC1C)/C)=O ((E)-1-ethoxy-9,11-dimethylazacycloundec-8-en-2-one). The yield is 72.7%. RXN SMILES: [CH2:1]=[C:2]([CH:4]1[CH2:10][CH2:9][CH2:8][CH2:7][CH2:6][C:5]1=[O:11])[CH3:3].[CH2:12]([O:14][N:15]=[CH:16][CH3:17])[CH3:13].Cl[Sn](Cl)(Cl)Cl>ClCCCl>[CH2:12]([O:14][N:15]1[CH:16]([CH3:17])[CH2:3][C:2]([CH3:1])=[CH:4][CH2:10][CH2:9][CH2:8][CH2:7][CH2:6][C:5]1=[O:11])[CH3:13]. Procedure: Following the general procedure as described in Example 17, 2-(prop-1-en-2-yl)cycloheptanone (0.97 g, 6.38 mmol), acetaldehyde O-ethyl oxime (0.66 g, 7.65 mmol), and SnCl4 (1.66 g, 6.38 mmol) in 1,2-dichloroethane (65 ml) were reacted to give the title product as a colorless liquid (1.11 g, 73% yield).